The task is: describe an organic reaction: reactants, conditions, products, and yield. This data is from the Open Reaction Database (ORD), a public repository of structured organic reaction records. Reactants: C(C)(C)(C)OC(=O)N1CCN(CC1)C1CCNCC1 (4-piperidin-4-yl-piperazine-1-carboxylic acid tert-butyl ester), C(C)(C)N=C=O (isopropyl isocyanate). Run in ClCCl (dichloromethane). Reaction conditions: time 1 hour. Yields the product C(C)(C)(C)OC(=O)N1CCN(CC1)C1CCN(CC1)C(NC(C)C)=O (4-(1-isopropylcarbamoyl-piperidin-4-yl)-piperazine-1-carboxylic acid tert-butyl ester). RXN SMILES: [C:1]([O:5][C:6]([N:8]1[CH2:13][CH2:12][N:11]([CH:14]2[CH2:19][CH2:18][NH:17][CH2:16][CH2:15]2)[CH2:10][CH2:9]1)=[O:7])([CH3:4])([CH3:3])[CH3:2].[CH:20]([N:23]=[C:24]=[O:25])([CH3:22])[CH3:21]>ClCCl>[C:1]([O:5][C:6]([N:8]1[CH2:9][CH2:10][N:11]([CH:14]2[CH2:19][CH2:18][N:17]([C:24](=[O:25])[NH:23][CH:20]([CH3:22])[CH3:21])[CH2:16][CH2:15]2)[CH2:12][CH2:13]1)=[O:7])([CH3:4])([CH3:2])[CH3:3]. Procedure details: To a solution of 4-piperidin-4-yl-piperazine-1-carboxylic acid tert-butyl ester (108 mg, 0.4 mmol, example 27) in dichloromethane (2 mL) was added isopropyl isocyanate. The mixture was stirred for 1 h and quenched with water. After aqueous workup with water and dichloromethane, the organic layers was dried over anhydrous magnesium sulfate. The solids were filtered off, and the filtrate was concentrated to give 4-(1-isopropylcarbamoyl-piperidin-4-yl)-piperazine-1-carboxylic acid tert-butyl ester ... The reactants are C1(=CC=CC=C1)P(=O)(C1=CC=CC=C1)N=[N+]=[N-] (diphenylphosphoryl azide), ice water, C(=O)(O)CN1C(C(NC2=CC(=C(C=C12)Cl)N1C(=CC=C1C)C)=O)=O (1-(carboxymethyl)-7-chloro-6-(2,5-dimethyl-1-pyrrolyl)-2,3(1H,4H)-quinoxalinedione), C(C1=CC=CC=C1)N (benzylamine). Run in CN(C=O)C (dimethylformamide), CN(C=O)C (dimethylformamide). Run at time 16 hour. Product: C(C1=CC=CC=C1)NC(=O)CN1C(C(NC2=CC(=C(C=C12)Cl)N1C(=CC=C1C)C)=O)=O (1-Benzylcarbamoylmethyl-7-chloro-6-(2,5-dimethyl-1-pyrrolyl)-2,3(1H,4H)-quinoxalinedione). Yield: 68.0%. RXN SMILES: [C:1]([CH2:4][N:5]1[C:14]2[C:9](=[CH:10][C:11]([N:16]3[C:20]([CH3:21])=[CH:19][CH:18]=[C:17]3[CH3:22])=[C:12]([Cl:15])[CH:13]=2)[NH:8][C:7](=[O:23])[C:6]1=[O:24])([OH:3])=O.[CH2:25]([NH2:32])[C:26]1[CH:31]=[CH:30][CH:29]=[CH:28][CH:27]=1.C1(P(N=[N+]=[N-])(C2C=CC=CC=2)=O)C=CC=CC=1>CN(C)C=O>[CH2:25]([NH:32][C:1]([CH2:4][N:5]1[C:14]2[C:9](=[CH:10][C:11]([N:16]3[C:20]([CH3:21])=[CH:19][CH:18]=[C:17]3[CH3:22])=[C:12]([Cl:15])[CH:13]=2)[NH:8][C:7](=[O:23])[C:6]1=[O:24])=[O:3])[C:26]1[CH:31]=[CH:30][CH:29]=[CH:28][CH:27]=1. Procedure: 1.3 g (3.7 mmol) of 1-(carboxymethyl)-7-chloro-6-(2,5-dimethyl-1-pyrrolyl)-2,3(1H,4H)-quinoxalinedione and 1.6 ml (12.3 mmol) of benzylamine were dissolved in 30 ml of dimethylformamide and, at 0° C., a solution of 0.89 ml (4.1 mmol) of diphenylphosphoryl azide in 10 ml of dimethylformamide was added dropwise. The mixture was stirred at room temperature for 16 h and then poured into ice-water, and the aqueous phase was extracted with ethyl acetate. The organic phase was dried and concentrated un... Starting materials: NC=1C=C(C=CC1NCC1=CC(=CC(=C1)C(F)(F)F)C(F)(F)F)NS(=O)(=O)C1=CC=CC=C1 (N-{3-amino-4-(3,5-bis-trifluoromethyl-benzylamino)-phenyl}-benzenesulphonamide), C(#N)C1=CC=C(C=C1)C(C(=O)O)C (p-cyano-phenylpropionic acid), C(C)(=O)OCC.C(C)OCC (ethyl acetate diethylether). Run in O=P(Cl)(Cl)Cl (POCl3). Run at temperature 110 celsius, time 2 hour. Yields the product C(#N)C1=CC=C(C=C1)CCC1=NC2=C(N1CC1=CC(=CC(=C1)C(F)(F)F)C(F)(F)F)C=CC(=C2)NS(=O)(=O)C2=CC=CC=C2 (N-{2-[2-(4-Cyanophenyl)-ethyl]-1-(3,5-bis-trifluoromethyl-benzyl)-benzimidazol-5-yl}-benzenesulphonamide). Reaction SMILES: [NH2:1][C:2]1[CH:3]=[C:4]([NH:24][S:25]([C:28]2[CH:33]=[CH:32][CH:31]=[CH:30][CH:29]=2)(=[O:27])=[O:26])[CH:5]=[CH:6][C:7]=1[NH:8][CH2:9][C:10]1[CH:15]=[C:14]([C:16]([F:19])([F:18])[F:17])[CH:13]=[C:12]([C:20]([F:23])([F:22])[F:21])[CH:11]=1.[C:34]([C:36]1[CH:41]=[CH:40][C:39]([CH:42]([CH3:46])C(O)=O)=[CH:38][CH:37]=1)#[N:35].[C:47](OCC)(=O)C.C(OCC)C>O=P(Cl)(Cl)Cl>[C:34]([C:36]1[CH:37]=[CH:38][C:39]([CH2:42][CH2:46][C:47]2[N:8]([CH2:9][C:10]3[CH:15]=[C:14]([C:16]([F:19])([F:17])[F:18])[CH:13]=[C:12]([C:20]([F:21])([F:22])[F:23])[CH:11]=3)[C:7]3[CH:6]=[CH:5][C:4]([NH:24][S:25]([C:28]4[CH:33]=[CH:32][CH:31]=[CH:30][CH:29]=4)(=[O:26])=[O:27])=[CH:3][C:2]=3[N:1]=2)=[CH:40][CH:41]=1)#[N:35] |f:2.3|. Procedure details: N-{3-amino-4-(3,5-bis-trifluoromethyl-benzylamino)-phenyl}-benzenesulphonamide (5.5 g, 11.2 mmol) and p-cyano-phenylpropionic acid (2.35 g, 13.4 mmol) are taken up in 50 mL POCl3, and stirred for 2 h at 100-120° C. A precipitate settles out from the initially clear solution in the course of the reaction. After cooling it is diluted with 100 mL ethyl acetate/diethylether=1/1. The crystals are filtered off and washed with diethylether. Starting materials: BrC1=NC=C(N=C1)C (2-bromo-5-methyl-pyrazine), OC1CCNCC1 (4-hydroxy-piperidine), Intermediate 47. The product is CC=1N=CC(=NC1)N1CCC(CC1)O (1-(5-Methyl-pyrazin-2-yl)-piperidin-4-ol). As a reaction SMILES: Br[C:2]1[CH:7]=[N:6][C:5]([CH3:8])=[CH:4][N:3]=1.[OH:9][CH:10]1[CH2:15][CH2:14][NH:13][CH2:12][CH2:11]1>>[CH3:8][C:5]1[N:6]=[CH:7][C:2]([N:13]2[CH2:14][CH2:15][CH:10]([OH:9])[CH2:11][CH2:12]2)=[N:3][CH:4]=1. Procedure: The title compound is prepared from 2-bromo-5-methyl-pyrazine and 4-hydroxy-piperidine following a procedure analogous to that described in Intermediate 47. LC (method 8): tR=0.94 min; Mass spectrum (ESI+): m/z=194 [M+H]+.